This data is from the Open Reaction Database (ORD), a public repository of structured organic reaction records. The task is: describe an organic reaction: reactants, conditions, products, and yield Reactants: C1CCOC1, CO, [Li+], [Na+], COC(=O)c1ccc2c(c1)[nH]c(=O)c1ncsc12, [OH-], [OH-], O. Yields the product O=C(O)c1ccc2c(c1)[nH]c(=O)c1ncsc12. Reaction SMILES: [CH2:21]1[O:22][CH2:23][CH2:24][CH2:25]1.[CH3:29][OH:30].[Li+:20].[Na+:27].[O:1]=[c:2]1[nH:3][c:4]2[cH:5][c:6]([C:15](=[O:16])[O:17][CH3:18])[cH:7][cH:8][c:9]2[c:10]2[c:11]1[n:12][cH:13][s:14]2.[OH-:19].[OH-:26].[OH2:28]>>[O:1]=[c:2]1[nH:3][c:4]2[cH:5][c:6]([C:15](=[O:16])[OH:17])[cH:7][cH:8][c:9]2[c:10]2[c:11]1[n:12][cH:13][s:14]2. Procedure details: Using N-((2S)-1-((2-(4-(benzyloxy)-2-(difluoromethoxy)phenyl) [1,3]oxazolo[4,5-c]pyridin-6-yl)oxy)propan-2-yl)acetamide and (bromomethyl)cyclopropane, and in the same manner as in Step D of Example 68, the title compound was obtained. The product is C1(CC1)COC1=CC(=C(C=C1)C=1OC2=C(C=NC(=C2)OC[C@H](C)NC(C)=O)N1)OC(F)F (N-((2S)-1-((2-(4-(cyclopropylmethoxy)-2-(difluoromethoxy)phenyl) [1,3]oxazolo[4,5-c]pyridin-6-yl)oxy)propan-2-yl)acetamide). Starting materials: C(C1=CC=CC=C1)OC1=CC(=C(C=C1)C=1OC2=C(C=NC(=C2)OC[C@H](C)NC(C)=O)N1)OC(F)F (N-((2S)-1-((2-(4-(benzyloxy)-2-(difluoromethoxy)phenyl) [1,3]oxazolo[4,5-c]pyridin-6-yl)oxy)propan-2-yl)acetamide), BrCC1CC1 ((bromomethyl)cyclopropane). As a reaction SMILES: [CH2:1]([O:8][C:9]1[CH:14]=[CH:13][C:12]([C:15]2[O:16][C:17]3[CH:22]=[C:21]([O:23][CH2:24][C@@H:25]([NH:27][C:28](=[O:30])[CH3:29])[CH3:26])[N:20]=[CH:19][C:18]=3[N:31]=2)=[C:11]([O:32][CH:33]([F:35])[F:34])[CH:10]=1)[C:2]1C=CC=[CH:4][CH:3]=1.BrCC1CC1>>[CH:2]1([CH2:1][O:8][C:9]2[CH:14]=[CH:13][C:12]([C:15]3[O:16][C:17]4[CH:22]=[C:21]([O:23][CH2:24][C@@H:25]([NH:27][C:28](=[O:30])[CH3:29])[CH3:26])[N:20]=[CH:19][C:18]=4[N:31]=3)=[C:11]([O:32][CH:33]([F:35])[F:34])[CH:10]=2)[CH2:3][CH2:4]1. Reactants: Br, CC(=O)O, CCCCCCCc1ccc(-c2ccc(OC)c(F)c2)nc1, O. Product: CCCCCCCc1ccc(-c2ccc(O)c(F)c2)nc1. As a reaction SMILES: [BrH:23].[CH3:24][C:25](=[O:26])[OH:27].[F:1][c:2]1[cH:3][c:4](-[c:10]2[n:11][cH:12][c:13]([CH2:16][CH2:17][CH2:18][CH2:19][CH2:20][CH2:21][CH3:22])[cH:14][cH:15]2)[cH:5][cH:6][c:7]1[O:8][CH3:9].[OH2:28]>>[F:1][c:2]1[cH:3][c:4](-[c:10]2[n:11][cH:12][c:13]([CH2:16][CH2:17][CH2:18][CH2:19][CH2:20][CH2:21][CH3:22])[cH:14][cH:15]2)[cH:5][cH:6][c:7]1[OH:8]. The product is CN1CCC(COc2c(F)c(N)c3c(=O)c(C(=O)O)cn(C4CC4)c3c2F)C1. The reactants are CN1CCC(CO)C1, CC(=O)O, Nc1c(F)c(F)c(F)c2c1c(=O)c(C(=O)O)cn2C1CC1, [H-], [Na+], CN(C)C=O. Reaction SMILES: [CH3:22][N:23]1[CH2:24][CH:25]([CH2:28][OH:29])[CH2:26][CH2:27]1.[CH3:37][C:38](=[O:39])[OH:40].[CH:1]1([n:4]2[cH:5][c:6]([C:19](=[O:20])[OH:21])[c:7](=[O:18])[c:8]3[c:9]([NH2:17])[c:10]([F:16])[c:11]([F:15])[c:12]([F:14])[c:13]23)[CH2:2][CH2:3]1.[H-:35].[Na+:36].[O:30]=[CH:31][N:32]([CH3:33])[CH3:34]>>[CH:1]1([n:4]2[cH:5][c:6]([C:19](=[O:20])[OH:21])[c:7](=[O:18])[c:8]3[c:9]([NH2:17])[c:10]([F:16])[c:11]([O:29][CH2:28][CH:25]4[CH2:24][N:23]([CH3:22])[CH2:27][CH2:26]4)[c:12]([F:14])[c:13]23)[CH2:2][CH2:3]1. Starting materials: Brc1cncc2cccnc12, CN(C)C=O, O, c1ccc(P(c2ccccc2)(c2ccccc2)[Pd](P(c2ccccc2)(c2ccccc2)c2ccccc2)(P(c2ccccc2)(c2ccccc2)c2ccccc2)P(c2ccccc2)(c2ccccc2)c2ccccc2)cc1, OB(O)c1c(-c2ccccn2)nn2c1CCC2. Yields the product c1ccc(-c2nn3c(c2-c2cncc4cccnc24)CCC3)nc1. RXN SMILES: [Br:1][c:2]1[cH:3][n:4][cH:5][c:6]2[cH:7][cH:8][cH:9][n:10][c:11]12.[O:29]=[CH:30][N:31]([CH3:32])[CH3:33].[OH2:34].[cH:35]1[cH:36][cH:37][c:38]([P:39]([Pd:40]([P:41]([c:42]2[cH:43][cH:44][cH:45][cH:46][cH:47]2)([c:48]2[cH:49][cH:50][cH:51][cH:52][cH:53]2)[c:54]2[cH:55][cH:56][cH:57][cH:58][cH:59]2)([P:60]([c:61]2[cH:62][cH:63][cH:64][cH:65][cH:66]2)([c:67]2[cH:68][cH:69][cH:70][cH:71][cH:72]2)[c:73]2[cH:74][cH:75][cH:76][cH:77][cH:78]2)[P:79]([c:80]2[cH:81][cH:82][cH:83][cH:84][cH:85]2)([c:86]2[cH:87][cH:88][cH:89][cH:90][cH:91]2)[c:92]2[cH:93][cH:94][cH:95][cH:96][cH:97]2)([c:98]2[cH:99][cH:100][cH:101][cH:102][cH:103]2)[c:104]2[cH:105][cH:106][cH:107][cH:108][cH:109]2)[cH:110][cH:111]1.[n:12]1[c:13](-[c:18]2[c:19]([B:26]([OH:27])[OH:28])[c:20]3[n:21]([n:22]2)[CH2:23][CH2:24][CH2:25]3)[cH:14][cH:15][cH:16][cH:17]1>>[c:2]1(-[c:19]2[c:18](-[c:13]3[n:12][cH:17][cH:16][cH:15][cH:14]3)[n:22][n:21]3[c:20]2[CH2:25][CH2:24][CH2:23]3)[cH:3][n:4][cH:5][c:6]2[cH:7][cH:8][cH:9][n:10][c:11]12. Starting materials: N12CCN(C(CC1)CC2)C2=CC=C(C=C2)N (4-(1,4-diaza-bicyclo[3.2.2]non-4-yl)-phenylamine), FC=1C=C(C(=O)Cl)C=CC1 (3-fluorobenzoyl chloride). Yields the product Cl.N12CCN(C(CC1)CC2)C2=CC=C(C=C2)NC(C2=CC(=CC=C2)F)=O (N-[4-(1,4-Diaza-bicyclo[3.2.2]non-4-yl)-phenyl]-3-fluoro-benzamide hydrochloric acid salt). As a reaction SMILES: [N:1]12[CH2:9][CH2:8][CH:5]([CH2:6][CH2:7]1)[N:4]([C:10]1[CH:15]=[CH:14][C:13]([NH2:16])=[CH:12][CH:11]=1)[CH2:3][CH2:2]2.[F:17][C:18]1[CH:19]=[C:20]([CH:24]=[CH:25][CH:26]=1)[C:21]([Cl:23])=[O:22]>>[ClH:23].[N:1]12[CH2:9][CH2:8][CH:5]([CH2:6][CH2:7]1)[N:4]([C:10]1[CH:15]=[CH:14][C:13]([NH:16][C:21](=[O:22])[C:20]3[CH:24]=[CH:25][CH:26]=[C:18]([F:17])[CH:19]=3)=[CH:12][CH:11]=1)[CH2:3][CH2:2]2 |f:2.3|. Reported procedure: Was prepared by Method G from 4-(1,4-diaza-bicyclo[3.2.2]non-4-yl)-phenylamine and 3-fluorobenzoyl chloride. Mp. >270° C. (decomp.).